From a dataset of the Open Reaction Database (ORD), a public repository of structured organic reaction records. describe an organic reaction: reactants, conditions, products, and yield Reactants: 12.17, COC=1C=C(C=O)C=CC1 (3-methoxybenzaldehyde), C(CCC(=O)OC)(=O)OC (dimethyl succinate), CC(C)([O-])C.[K+] (potassium t-butoxide). The solvent is C(C)(C)(C)O (t-butylalcohol), C(C)(C)(C)O (t-butylalcohol). Product: C(=O)(OC)C(CC(=O)O)=CC1=CC(=CC=C1)OC (3-carbomethoxy-4-(3-methoxyphenyl)-3-butenoic acid). RXN SMILES: CC(C)([O-])C.[K+].[CH3:7][O:8][C:9]1[CH:10]=[C:11]([CH:14]=[CH:15][CH:16]=1)[CH:12]=O.[C:17]([O:25]C)(=[O:24])[CH2:18][CH2:19][C:20]([O:22][CH3:23])=[O:21]>C(O)(C)(C)C>[C:20]([C:19](=[CH:12][C:11]1[CH:14]=[CH:15][CH:16]=[C:9]([O:8][CH3:7])[CH:10]=1)[CH2:18][C:17]([OH:25])=[O:24])([O:22][CH3:23])=[O:21] |f:0.1|. Reported procedure: To a refluxing suspension of 15.71 g (140 mmol, 1.4 eq) of potassium t-butoxide in 50 ml of t-butylalcohol is dropped in a mixture of 12.17 (100 mmol) of 3-methoxybenzaldehyde and 15.70 ml (120 mmol, 1.2 eq) of dimethyl succinate dissolved in 20 ml of t-butylalcohol. The mixture is refluxed for 3 hours, concentrated in vacuo, acidified to pH ~1 using 1N HCl, and extracted with ethylacetate. The organics are dried (MgSO4) and concentrated in vacuo to give 3-carbomethoxy-4-(3-methoxyphenyl)-3-bute... Reactants: C1(=CC=C(C=C1)S(=O)(=O)O)C (p-toluenesulfonic acid), N[C@@H](CC1=CC=CC=C1)C(=O)NCC(=O)OCC1=CC=CC=C1 (Phe-Gly-OBzl), N(CC(=O)O)C(=O)OC(C)(C)C (Boc-Gly-OH), ON1C(CCC1=O)=O (N-hydroxysuccinimide), CN1CCOCC1 (N-methylmorpholine). Run in CN(C=O)C (N,N-dimethylformamide). Conditions: temperature 4 celsius. The product is N(CC(=O)N[C@@H](CC1=CC=CC=C1)C(=O)NCC(=O)OCC1=CC=CC=C1)C(=O)OC(C)(C)C (Boc-Gly-Phe-Gly-OBzl). The yield is 65.5%. Reaction SMILES: C1(C)C=CC(S(O)(=O)=O)=CC=1.[NH2:12][C@H:13]([C:21]([NH:23][CH2:24][C:25]([O:27][CH2:28][C:29]1[CH:34]=[CH:33][CH:32]=[CH:31][CH:30]=1)=[O:26])=[O:22])[CH2:14][C:15]1[CH:20]=[CH:19][CH:18]=[CH:17][CH:16]=1.[NH:35]([C:40]([O:42][C:43]([CH3:46])([CH3:45])[CH3:44])=[O:41])[CH2:36][C:37](O)=[O:38].ON1C(=O)CCC1=O.CN1CCOCC1>CN(C)C=O>[NH:35]([C:40]([O:42][C:43]([CH3:46])([CH3:45])[CH3:44])=[O:41])[CH2:36][C:37]([NH:12][C@H:13]([C:21]([NH:23][CH2:24][C:25]([O:27][CH2:28][C:29]1[CH:30]=[CH:31][CH:32]=[CH:33][CH:34]=1)=[O:26])=[O:22])[CH2:14][C:15]1[CH:16]=[CH:17][CH:18]=[CH:19][CH:20]=1)=[O:38]. Procedure: A mixture of p-toluenesulfonic acid salt of Phe-Gly-OBzl (3.06 g), Boc-Gly-OH (1.10 g), N-hydroxysuccinimide (941 mg), N-methylmorpholine (0.725 ml), and N,N-dimethylformamide (40 ml) was cooled to 4° C., and added with N,N′-dicyclohexylcarboduimide (1.56 g). The mixture was allowed to react overnight at room temperature with stirring, and then evaporated to dryness under reduced pressure. The residue was purified by silica gel column chromatography (eluent: dichloromethane:methanol=98:2 solutio... The reactants are C=CCCC(CC1OC(=O)C1CCCCCC)OC(=O)C(CC(C)C)NC=O, C1CCOC1, [H][H]. Reaction SMILES: [CH2:1]([CH2:2][CH2:3][CH2:4][CH2:5][CH3:6])[CH:7]1[CH:8]([CH2:12][CH:13]([CH2:14][CH2:15][CH:16]=[CH2:17])[O:18][C:19]([CH:20]([NH:21][CH:22]=[O:23])[CH2:24][CH:25]([CH3:26])[CH3:27])=[O:28])[O:9][C:10]1=[O:11].[CH2:31]1[O:32][CH2:33][CH2:34][CH2:35]1.[H:29][H:30]>>[CH2:1]([CH2:2][CH2:3][CH2:4][CH2:5][CH3:6])[CH:7]1[CH:8]([CH2:12][CH:13]([CH2:14][CH2:15][CH2:16][CH3:17])[O:18][C:19]([CH:20]([NH:21][CH:22]=[O:23])[CH2:24][CH:25]([CH3:26])[CH3:27])=[O:28])[O:9][C:10]1=[O:11]. Yields the product CCCCCCC1C(=O)OC1CC(CCCC)OC(=O)C(CC(C)C)NC=O. The reactants are COC=1C=C(C=CC(=O)O)C=C(C1O)OC (3,5-dimethoxy-4-hydroxycinnamic acid), S(O)(O)(=O)=O.C(C)O (sulfuric acid ethanol). The solvent is O (Water). The product is COC=1C=C(C=CC(=O)OCC)C=C(C1O)OC (ethyl 3,5-dimethoxy-4-hydroxycinnamate). RXN SMILES: [CH3:1][O:2][C:3]1[CH:4]=[C:5]([CH:11]=[C:12]([O:15][CH3:16])[C:13]=1[OH:14])[CH:6]=[CH:7][C:8]([OH:10])=[O:9].S(=O)(=O)(O)O.[CH2:22](O)[CH3:23]>O>[CH3:16][O:15][C:12]1[CH:11]=[C:5]([CH:4]=[C:3]([O:2][CH3:1])[C:13]=1[OH:14])[CH:6]=[CH:7][C:8]([O:10][CH2:22][CH3:23])=[O:9] |f:1.2|. Reported procedure: In an argon atmosphere, 3.00 g (13.4 mmol) of 3,5-dimethoxy-4-hydroxycinnamic acid was suspended in a sulfuric acid - ethanol (1 : 115, 50 ml) solution. The suspension was refluxed for 5.5 hours. Water was added to the reaction solution, and the mixture was extracted with methylene chloride. The organic layer was washed with an aqueous solution of sodium hydrogen carbonate and concentrated under reduced pressure to give 3.34 g (13.24 mmol) of ethyl 3,5-dimethoxy-4-hydroxycinnamate. Procedure details: 3-Chloro-4-methylbenzoyl chloride is prepared by refluxing together 30 g. (0.175 mole) of 3-chloro-4-methyl benzoic acid and 85 ml. thionyl chloride for about 2.5 hours, after which the excess thionyl chloride is distilled off under vacuum. The aroyl chloride product, 3-chloro-4-methylbenzoyl chloride, distills over at b.p. 70°-74°C., 10.25 mm. Hg. Product: ClC=1C=C(C(=O)Cl)C=CC1C (3-Chloro-4-methylbenzoyl chloride). Reactants: ClC=1C=C(C(=O)O)C=CC1C (3-chloro-4-methyl benzoic acid), S(=O)(Cl)Cl (thionyl chloride). As a reaction SMILES: [Cl:1][C:2]1[CH:3]=[C:4]([CH:8]=[CH:9][C:10]=1[CH3:11])[C:5](O)=[O:6].S(Cl)([Cl:14])=O>>[Cl:1][C:2]1[CH:3]=[C:4]([CH:8]=[CH:9][C:10]=1[CH3:11])[C:5]([Cl:14])=[O:6]. Starting materials: Cl.C1=C(C=CC=2C3=CC=CC=C3NC12)OCCNCC(O)C=1C=CC(=C(C1)NC(=O)N)OCC1=CC=CC=C1 ((±)-N-[5-[2-[2-(9H-carbazol-2-yloxy)ethylamino]-1-hydroxyethyl]-2-(benzyloxy)phenyl]urea hydrochloride), CO.C(Cl)(Cl)Cl (methanol chloroform), compound, compound. Reagents/catalysts: [Pd] (palladium/carbon). Solvent: CO (methanol). Yields the product Cl.C1=C(C=CC=2C3=CC=CC=C3NC12)OCCNCC(O)C=1C=CC(=C(C1)NC(=O)N)O ((±)-N-[5-[2-[2-(9H-carbazol-2-yloxy)ethylamino]-1-hydroxyethyl]-2-hydroxyphenyl]urea hydrochloride). As a reaction SMILES: Cl.[CH:2]1[C:14]2[NH:13][C:12]3[C:7](=[CH:8][CH:9]=[CH:10][CH:11]=3)[C:6]=2[CH:5]=[CH:4][C:3]=1[O:15][CH2:16][CH2:17][NH:18][CH2:19][CH:20]([C:22]1[CH:23]=[CH:24][C:25]([O:32]CC2C=CC=CC=2)=[C:26]([NH:28][C:29]([NH2:31])=[O:30])[CH:27]=1)[OH:21].CO.C(Cl)(Cl)[Cl:43]>CO.[Pd]>[ClH:43].[CH:2]1[C:14]2[NH:13][C:12]3[C:7](=[CH:8][CH:9]=[CH:10][CH:11]=3)[C:6]=2[CH:5]=[CH:4][C:3]=1[O:15][CH2:16][CH2:17][NH:18][CH2:19][CH:20]([C:22]1[CH:23]=[CH:24][C:25]([OH:32])=[C:26]([NH:28][C:29]([NH2:31])=[O:30])[CH:27]=1)[OH:21] |f:0.1,2.3,6.7|. Reported procedure: According to the procedures as given in Example 2, the compound of Example 20 (in a solution of 40 mg of the compound in 5.3 ml of methanol) was subjected to a hydrogenolysis using 10% palladium/carbon black (25 mg), whereby the above-identified compound (29.8 mg) was obtained. Rf=0.08 (methanol/chloroform of 1/10).